From a dataset of the Open Reaction Database (ORD), a public repository of structured organic reaction records. describe an organic reaction: reactants, conditions, products, and yield Procedure details: To a solution of 0.37 g (3 mmol) of 3-cyclopropyl-5-amino-1H-pyrazole in 15 ml of dichloromethane 0.8 ml (7.3 mmol) of N-methylmorpholine and 0.8 ml (6.9 mmol) of benzoyl chloride were successively added at room temperature. After 16 hours under stirring the mixture was concentrated and the residue was dissolved in 15 ml of methanol. 3.5 ml of sodium hydrate 2.5 M were added dropwise and 10 ml of tetrahydrofuran were finally added in order to obtain a homogeneous solution. After 15 minutes the m... Conditions: time 16 hour. The reactants are C1(CC1)C1=NNC(=C1)N (3-cyclopropyl-5-amino-1H-pyrazole), ClCCl (dichloromethane), CN1CCOCC1 (N-methylmorpholine), C(C1=CC=CC=C1)(=O)Cl (benzoyl chloride). The product is C1(CC1)C1=NNC(=C1)NC(C1=CC=CC=C1)=O (N-(3-cyclopropyl-1H-pyrazol-5-yl)-benzamide). The yield is 85.8%. As a reaction SMILES: [CH:1]1([C:4]2[CH:8]=[C:7]([NH2:9])[NH:6][N:5]=2)[CH2:3][CH2:2]1.ClCCl.CN1CCOCC1.[C:20](Cl)(=[O:27])[C:21]1[CH:26]=[CH:25][CH:24]=[CH:23][CH:22]=1>>[CH:1]1([C:4]2[CH:8]=[C:7]([NH:9][C:20](=[O:27])[C:21]3[CH:26]=[CH:25][CH:24]=[CH:23][CH:22]=3)[NH:6][N:5]=2)[CH2:3][CH2:2]1. The reactants are CI (methyl iodide), C1(=CC=CC=C1)CN1CC(C(CC1)(OC)OC)O (1-phenylmethyl-3-hydroxy-4,4-dimethoxypiperidine), [H-].[Na+] (sodium hydride). Solvent: CN(C=O)C (dimethylformamide), CN(C=O)C (dimethylformamide). Conditions: temperature 60 celsius, time 8 hour. The product is C1(=CC=CC=C1)CN1CC(C(CC1)(OC)OC)OC (1-phenylmethyl-3-methoxy-4,4-dimethoxypiperidine). Yield: 64.6%. Reaction SMILES: [C:1]1([CH2:7][N:8]2[CH2:13][CH2:12][C:11]([O:16][CH3:17])([O:14][CH3:15])[CH:10]([OH:18])[CH2:9]2)[CH:6]=[CH:5][CH:4]=[CH:3][CH:2]=1.[H-].[Na+].[CH3:21]I>CN(C)C=O>[C:1]1([CH2:7][N:8]2[CH2:13][CH2:12][C:11]([O:14][CH3:15])([O:16][CH3:17])[CH:10]([O:18][CH3:21])[CH2:9]2)[CH:2]=[CH:3][CH:4]=[CH:5][CH:6]=1 |f:1.2|. Reported procedure: 1-Phenylmethyl-3-hydroxy-4,4-dimethoxypiperidine (3b, 5.5 g, 22 mmol) from Example 1 in 30 ml of dimethylformamide was added slowly to a stirred suspension of sodium hydride (0.81 g, 27 mmol, 80% oil suspension) in 100 ml of dimethylformamide. The reaction mixture was warmed to 60° C. for 2 hours, then cooled to 0° C. whereupon methyl iodide (3.8 g, 27 mmol) was slowly added to the mixture. The reaction mixture was stirred overnight at room temperature then quenched with 10 ml of 10% sodium hydr... The reactants are O=C(NCCc1ccccc1Br)C(F)(F)F, CC(=O)O, O=S(=O)(O)O. Yields the product O=C(N1CCc2c(Br)cccc2C1)C(F)(F)F. As a reaction SMILES: [Br:1][c:2]1[c:3]([CH2:4][CH2:5][NH:6][C:7]([C:8]([F:9])([F:10])[F:11])=[O:12])[cH:13][cH:14][cH:15][cH:16]1.[CH3:22][C:23](=[O:24])[OH:25].[S:17](=[O:18])(=[O:19])([OH:20])[OH:21]>>[Br:1][c:2]1[c:3]2[c:13]([cH:14][cH:15][cH:16]1)[CH2:22][N:6]([C:7]([C:8]([F:9])([F:10])[F:11])=[O:12])[CH2:5][CH2:4]2. Starting materials: FC1=C(C=C(C=C1)C)S(=O)(=O)O (2-fluoro-5-methylbenzenesulfonic acid), N1CCNCC1 (piperazine). Reagents/catalysts: [Cu](I)I (copper iodide), [Cu] (copper). Product: N1(CCNCC1)C1=C(C=C(C=C1)C)S(=O)(=O)O (2-(1-piperazinyl)-5-methylbenzenesulfonic acid). The yield is 65.4%. RXN SMILES: F[C:2]1[CH:7]=[CH:6][C:5]([CH3:8])=[CH:4][C:3]=1[S:9]([OH:12])(=[O:11])=[O:10].[NH:13]1[CH2:18][CH2:17][NH:16][CH2:15][CH2:14]1>[Cu](I)I.[Cu]>[N:13]1([C:2]2[CH:7]=[CH:6][C:5]([CH3:8])=[CH:4][C:3]=2[S:9]([OH:12])(=[O:11])=[O:10])[CH2:18][CH2:17][NH:16][CH2:15][CH2:14]1. Reported procedure: After the reaction was carried out between 0.76 g of 2-fluoro-5-methylbenzenesulfonic acid and 3.44 g of piperazine in the co-presence of 0.76 g of copper iodide and 0.26 g of copper powder in a sealed tube at 160° C. for 8 hours, the reaction product was purified by silica gel column chromatography (eluant:chloroform:methanol:acetic acid =100:100:3) to give 0.67 g (yield: 65.0%) of the above title product having the following physical property. Procedure details: A solution of N-({4-chloro-3-[(3-chloro-5-cyanophenyl)oxy]-2-fluorophenyl}methyl)-4-(hydroxymethyl)-1H-imidazole-2-carboxamide (0.40 g, 0.92 mmol) and MnO2 (0.80 g, 9.2 mmol) in CH2Cl2 (10 mL) was stirred at RT for 2 h. The solution was filtered through celite and evaporated to provide the crude title compound which was used without further purification. Reagents/catalysts: O=[Mn]=O (MnO2). The product is ClC1=C(C(=C(C=C1)CNC(=O)C=1NC=C(N1)C=O)F)OC1=CC(=CC(=C1)C#N)Cl (N-({4-chloro-3-[(3-chloro-5-cyanophenyl)oxy]-2-fluorophenyl}methyl)-4-formyl-1H-imidazole-2-carboxamide). Reaction SMILES: [Cl:1][C:2]1[CH:7]=[CH:6][C:5]([CH2:8][NH:9][C:10]([C:12]2[NH:13][CH:14]=[C:15]([CH2:17][OH:18])[N:16]=2)=[O:11])=[C:4]([F:19])[C:3]=1[O:20][C:21]1[CH:26]=[C:25]([C:27]#[N:28])[CH:24]=[C:23]([Cl:29])[CH:22]=1>C(Cl)Cl.O=[Mn]=O>[Cl:1][C:2]1[CH:7]=[CH:6][C:5]([CH2:8][NH:9][C:10]([C:12]2[NH:13][CH:14]=[C:15]([CH:17]=[O:18])[N:16]=2)=[O:11])=[C:4]([F:19])[C:3]=1[O:20][C:21]1[CH:26]=[C:25]([C:27]#[N:28])[CH:24]=[C:23]([Cl:29])[CH:22]=1. Solvent: C(Cl)Cl (CH2Cl2). Starting materials: ClC1=C(C(=C(C=C1)CNC(=O)C=1NC=C(N1)CO)F)OC1=CC(=CC(=C1)C#N)Cl (N-({4-chloro-3-[(3-chloro-5-cyanophenyl)oxy]-2-fluorophenyl}methyl)-4-(hydroxymethyl)-1H-imidazole-2-carboxamide). Reactants: CC1=Nc2ccccc2N(Cc2ccccc2)C(=O)C1, CCOCC, O=Cc1ccncc1. The product is O=C1CC(C=Cc2ccncc2)=Nc2ccccc2N1Cc1ccccc1. Reaction SMILES: [CH2:1]([c:2]1[cH:3][cH:4][cH:5][cH:6][cH:7]1)[N:8]1[C:9](=[O:20])[CH2:10][C:11]([CH3:19])=[N:12][c:13]2[c:14]1[cH:15][cH:16][cH:17][cH:18]2.[CH3:29][CH2:30][O:31][CH2:32][CH3:33].[CH:21]([c:22]1[cH:23][cH:24][n:25][cH:26][cH:27]1)=[O:28]>>[CH2:1]([c:2]1[cH:3][cH:4][cH:5][cH:6][cH:7]1)[N:8]1[C:9](=[O:20])[CH2:10][C:11]([CH:19]=[CH:21][c:22]2[cH:23][cH:24][n:25][cH:26][cH:27]2)=[N:12][c:13]2[c:14]1[cH:15][cH:16][cH:17][cH:18]2. Starting materials: O (water), ClC1=C(C=CC=C1)S(=O)(=O)N (2-chlorobenzenesulfonamide), C1(=CC=CC=C1S)C (thiocresol), C(=O)([O-])[O-].[K+].[K+] (K2CO3). Solvent: CN(C)C=O (DMF). Conditions: time 13 hour. The product is C1(=CC=C(C=C1)SC1=C(C=CC=C1)S(=O)(=O)N)C (2-p-Tolylsulfanylbenzenesulfonamide). Isolated yield 32.0%. Reaction SMILES: Cl[C:2]1[CH:7]=[CH:6][CH:5]=[CH:4][C:3]=1[S:8]([NH2:11])(=[O:10])=[O:9].[C:12]1(C)[C:17]([SH:18])=[CH:16][CH:15]=[CH:14][CH:13]=1.[C:20]([O-])([O-])=O.[K+].[K+].O>CN(C=O)C>[C:14]1([CH3:20])[CH:13]=[CH:12][C:17]([S:18][C:2]2[CH:7]=[CH:6][CH:5]=[CH:4][C:3]=2[S:8]([NH2:11])(=[O:10])=[O:9])=[CH:16][CH:15]=1 |f:2.3.4|. Procedure: 3.0 g of 2-chlorobenzenesulfonamide, 2.0 g of thiocresol and 6.5 g of K2CO3 are stirred at 100° C. for 6 h in 30 ml of DMF and then at 120° C. for 13 h. The reaction mixture is poured onto 200 ml of water and extracted with 500 ml of EA. The organic phase is then washed with 100 ml of a saturated aqueous Na2CO3 solution. It is dried over MgSO4 and the solvent is removed in vacuo. Chromatography on silica gel using DIP yields 1.4 g of white crystals, m.p. 122-124° C. Reactants: C(C)(C)(C)OC(NC1=CC(=CC=C1)[N+](=O)[O-])=O (tert-butyl(3-nitrophenyl)carbamate), O1CCCC1 (tetrahydrofuran). The reagents and catalysts are [C].[Pd] (palladium-carbon). The solvent is C(C)O (ethanol). Conditions: time 9 hour. Product: C(C)(C)(C)OC(NC1=CC(=CC=C1)N)=O (tert-butyl(3-aminophenyl)carbamate). The yield is 98.4%. As a reaction SMILES: [C:1]([O:5][C:6](=[O:17])[NH:7][C:8]1[CH:13]=[CH:12][CH:11]=[C:10]([N+:14]([O-])=O)[CH:9]=1)([CH3:4])([CH3:3])[CH3:2].O1CCCC1>C(O)C.[C].[Pd]>[C:1]([O:5][C:6](=[O:17])[NH:7][C:8]1[CH:13]=[CH:12][CH:11]=[C:10]([NH2:14])[CH:9]=1)([CH3:4])([CH3:2])[CH3:3] |f:3.4|. Reported procedure: To a solution of tert-butyl(3-nitrophenyl)carbamate (17.1 g, 71.7 mmol) in ethanol (90 mL)/tetrahydrofuran (30 mL) was added 10% palladium-carbon (1.53 g), and the mixture was stirred at room temperature under a hydrogen atmosphere (3 atm) for 9 hr. The insoluble material was filtered off, and the filtrate was concentrated under reduced pressure. The obtained residue was washed with diethyl ether/hexane mixture to give the title compound (14.7 g, 98%) as a colorless solid. The reactants are CSC1=NN=CC=2N1C=NC2 (4-(methylthio)-imidazo[1,5-d]-as-triazine), CNCCNC (dimethylethylenediamine), C1(=CC=CC=C1)C (toluene). Product: CN(CCNC1=NN=CC=2N1C=NC2)C (4-[(2-Dimethylaminoethyl)amino]-imidazo[1,5-d]-as-triazine). Reaction SMILES: CS[C:3]1[N:8]2[CH:9]=[N:10][CH:11]=[C:7]2[CH:6]=[N:5][N:4]=1.C[NH:13][CH2:14][CH2:15][NH:16][CH3:17].[C:18]1(C)C=CC=CC=1>>[CH3:18][N:16]([CH3:17])[CH2:15][CH2:14][NH:13][C:3]1[N:8]2[CH:9]=[N:10][CH:11]=[C:7]2[CH:6]=[N:5][N:4]=1. Procedure: A 5.0 gm. portion of 4-(methylthio)-imidazo[1,5-d]-as-triazine in a mixture of 30 ml. of unsymmetrical dimethylethylenediamine and 20 ml. of toluene is reacted as described in Example 40 giving the desired product as light yellow crystals, m.p. 172°-177° C. Procedure: In an analogous manner to that described in Example 2f), the hydrolysis of (R)-1-[4-(3-fluoro-benzyloxy)-phenyl]-5-oxo-pyrrolidine-3-carboxylic acid methyl ester with hydrochloric acid (37%) in dioxane yields the (R)-1-[4-(3-fluoro-benzyloxy)-phenyl]-5-oxo-pyrrolidine-3-carboxylic acid as a white solid. MS: m/e=330 (M+H)+. Product: FC=1C=C(COC2=CC=C(C=C2)N2C[C@@H](CC2=O)C(=O)O)C=CC1 ((R)-1-[4-(3-fluoro-benzyloxy)-phenyl]-5-oxo-pyrrolidine-3-carboxylic acid). Reactants: COC(=O)[C@H]1CN(C(C1)=O)C1=CC=C(C=C1)OCC1=CC(=CC=C1)F ((R)-1-[4-(3-fluoro-benzyloxy)-phenyl]-5-oxo-pyrrolidine-3-carboxylic acid methyl ester), Cl (hydrochloric acid). Reaction SMILES: C[O:2][C:3]([C@@H:5]1[CH2:9][C:8](=[O:10])[N:7]([C:11]2[CH:16]=[CH:15][C:14]([O:17][CH2:18][C:19]3[CH:24]=[CH:23][CH:22]=[C:21]([F:25])[CH:20]=3)=[CH:13][CH:12]=2)[CH2:6]1)=[O:4].Cl>O1CCOCC1>[F:25][C:21]1[CH:20]=[C:19]([CH:24]=[CH:23][CH:22]=1)[CH2:18][O:17][C:14]1[CH:13]=[CH:12][C:11]([N:7]2[C:8](=[O:10])[CH2:9][C@@H:5]([C:3]([OH:4])=[O:2])[CH2:6]2)=[CH:16][CH:15]=1. Solvent: O1CCOCC1 (dioxane).